The task is: describe an organic reaction: reactants, conditions, products, and yield. This data is from the Open Reaction Database (ORD), a public repository of structured organic reaction records. The solvent is CC(=O)N(C)C (DMAc). Conditions: temperature 100 celsius, time 18 hour. Reaction SMILES: [CH3:1][c:2]1[c:18](I)[c:17]([c:4]2[s:3]1)[n:16][cH:15][c:6]([NH:7][CH2:8][c:9]3[cH:14][cH:13][cH:12][cH:11][cH:10]3)[n:5]2.[Cl:19][c:20]1[c:28]([c:24]2[n:23][cH:22][n:21]1)[cH:27][cH:26][nH:25]2>>[CH3:1][c:2]1[c:18]([n:25]2[c:24]([c:28]3[cH:27][cH:26]2)[n:23][cH:22][n:21][c:20]3[Cl:19])[c:17]([c:4]4[s:3]1)[n:16][cH:15][c:6]([NH:7][CH2:8][c:9]5[cH:14][cH:13][cH:12][cH:11][cH:10]5)[n:5]4. Reactants: c12c(ncnc1Cl)[nH]cc2, c1c(nc2c(n1)c(c(s2)C)I)NCc1ccccc1. Product: Cc1sc2nc(NCc3ccccc3)cnc2c1n4ccc5c(Cl)ncnc45. Reagents/catalysts: c1ccc(cc1)-c2c3ccccc3cc4ccccc24 (9-Phenylanthracene), CCC(C)(C)[O-].[K+]Â Â  (KOPnt), c12c3c(c(c(cn3)C)C)ccc1c(c(cn2)C)C (3,4,7,8-Tetramethyl-1,10-phenanthroline), [Cu]I (CuI).